Task: describe an organic reaction: reactants, conditions, products, and yield. Dataset: the Open Reaction Database (ORD), a public repository of structured organic reaction records The reactants are O=C([O-])[O-], CC#N, [K+], [K+], O=[N+]([O-])c1cccc(S(=O)(=O)OCCc2ccc(OS(=O)(=O)c3cccc([N+](=O)[O-])c3)cc2)c1, O=Cc1ccc(O)cc1. The product is O=Cc1ccc(OCCc2ccc(OS(=O)(=O)c3cccc([N+](=O)[O-])c3)cc2)cc1. As a reaction SMILES: [C:44](=[O:45])([O-:46])[O-:47].[CH3:50][C:51]#[N:52].[K+:48].[K+:49].[N+:1]([c:2]1[cH:3][c:4]([S:5](=[O:6])(=[O:7])[O:13][CH2:14][CH2:15][c:16]2[cH:17][cH:18][c:19]([O:22][S:23](=[O:24])(=[O:25])[c:26]3[cH:27][c:28]([N+:32](=[O:33])[O-:34])[cH:29][cH:30][cH:31]3)[cH:20][cH:21]2)[cH:8][cH:9][cH:10]1)([O-:11])=[O:12].[OH:35][c:36]1[cH:37][cH:38][c:39]([CH:40]=[O:41])[cH:42][cH:43]1>>[O:13]([CH2:14][CH2:15][c:16]1[cH:17][cH:18][c:19]([O:22][S:23](=[O:24])(=[O:25])[c:26]2[cH:27][c:28]([N+:32](=[O:33])[O-:34])[cH:29][cH:30][cH:31]2)[cH:20][cH:21]1)[c:36]1[cH:37][cH:38][c:39]([CH:40]=[O:41])[cH:42][cH:43]1. Reactants: C(CCC)=O (butanal), solution, N1C=CC2=CC=CC=C12 (indole), CC1(OC(=O)CC(=O)O1)C (Meldrum's acid). The reagents and catalysts are N1[C@H](C(=O)O)CCC1 (proline). The solvent is C(C)#N (acetonitrile). Run at time 8 hour. Product: N1C=C(C2=CC=CC=C12)C(CC(=O)OCC)CCC (Ethyl 3-(indol-3-yl)hexanoate). Yield: 78.6%. As a reaction SMILES: [CH:1](=O)[CH2:2][CH2:3]C.[NH:6]1[C:14]2[C:9](=[CH:10][CH:11]=[CH:12][CH:13]=2)[CH:8]=[CH:7]1.C[C:16]1([CH3:24])[O:23][C:21](=[O:22])[CH2:20][C:18](=O)O1>C(#N)C.N1CCC[C@H]1C(O)=O>[NH:6]1[C:14]2[C:9](=[CH:10][CH:11]=[CH:12][CH:13]=2)[C:8]([CH:18]([CH2:1][CH2:2][CH3:3])[CH2:20][C:21]([O:23][CH2:16][CH3:24])=[O:22])=[CH:7]1. Procedure: 10.7 g (148 mmol) of butanal was added gradually to 300 ml of a solution of 11.6 g of indole (98.6 mmol) and 14.2 g of Meldrum's acid (98.6 mmol) in acetonitrile at room temperature. 500 mg of proline was added to the reaction mixture which was then stirred overnight. The solvent was removed by evaporation under reduced pressure. The residue was dissolved in 200 ml of pyridine, and 15 ml of ethanol and 2.5 g of copper powder were added to the resulting solution. The reaction mixture was then ref... Starting materials: C1CCC2=NCCCN2CC1 (DBU), ClC=1C=C2C(=CN(C2=C(C1)C(C)O)COCC[Si](C)(C)C)C#N ((±)-5-chloro-7-(1-hydroxyethyl)-1-((2-(trimethylsilyl)ethoxy)methyl)-1H-indole-3-carbonitrile), ClC(C#N)(Cl)Cl (Trichloroacetonitrile). Solvent: C1CCOC1 (THF). Reaction conditions: time 1 hour. Product: ClC(C(OC(C)C=1C=C(C=C2C(=CN(C12)COCC[Si](C)(C)C)C#N)Cl)=N)(Cl)Cl ((±)-1-(5-chloro-3-cyano-1-((2-(trimethylsilyl)ethoxy)methyl)-1H-indol-7-yl)ethyl 2,2,2-trichloroacetimidate). The yield is 73.4%. Reaction SMILES: C1CCN2C(=NCCC2)CC1.[Cl:12][C:13]1[CH:14]=[C:15]2[C:19](=[C:20]([CH:22]([OH:24])[CH3:23])[CH:21]=1)[N:18]([CH2:25][O:26][CH2:27][CH2:28][Si:29]([CH3:32])([CH3:31])[CH3:30])[CH:17]=[C:16]2[C:33]#[N:34].[Cl:35][C:36]([Cl:40])([Cl:39])[C:37]#[N:38]>C1COCC1>[Cl:35][C:36]([Cl:40])([Cl:39])[C:37](=[NH:38])[O:24][CH:22]([C:20]1[CH:21]=[C:13]([Cl:12])[CH:14]=[C:15]2[C:19]=1[N:18]([CH2:25][O:26][CH2:27][CH2:28][Si:29]([CH3:30])([CH3:32])[CH3:31])[CH:17]=[C:16]2[C:33]#[N:34])[CH3:23]. Procedure: DBU (0.020 mL, 0.130 mmol) was added to a solution of (±)-5-chloro-7-(1-hydroxyethyl)-1-((2-(trimethylsilyl)ethoxy)methyl)-1H-indole-3-carbonitrile (456 mg, 1.299 mmol) and Trichloroacetonitrile (0.391 mL, 3.90 mmol) in THF (10 mL) and the reaction was stirred for one hour. The solvent was evaporated and the reaction was purified by chromatography on SiO2 with 10:89:1 ethyl acetate/hexanes/triethylamine to give (±)-1-(5-chloro-3-cyano-1-((2-(trimethylsilyl)ethoxy)methyl)-1H-indol-7-yl)ethyl 2,2,... Reactants: COC1=CC(=NC(=C1)OC1=CC(=CC=C1)C(F)(F)F)C(=O)NN (4-methoxy-6-[3-(trifluoromethyl)phenoxy] picolinic acid hydrazide), C1(CCCC1)=O (cyclopentanone), resultant mixture. The solvent is C(C)OCC (diethyl ether). The product is C1(CCCC1)=NNC(C1=NC(=CC(=C1)OC)OC1=CC(=CC=C1)C(F)(F)F)=O (4-methoxy-6-[3-(trifluoromethyl)phenoxy] picolinic acid, (cyclopentylidene] hydrazide). Reaction SMILES: [CH3:1][O:2][C:3]1[CH:8]=[C:7]([O:9][C:10]2[CH:15]=[CH:14][CH:13]=[C:12]([C:16]([F:19])([F:18])[F:17])[CH:11]=2)[N:6]=[C:5]([C:20]([NH:22][NH2:23])=[O:21])[CH:4]=1.[C:24]1(=O)[CH2:28][CH2:27][CH2:26][CH2:25]1>C(OCC)C>[C:24]1(=[N:23][NH:22][C:20](=[O:21])[C:5]2[CH:4]=[C:3]([O:2][CH3:1])[CH:8]=[C:7]([O:9][C:10]3[CH:15]=[CH:14][CH:13]=[C:12]([C:16]([F:17])([F:18])[F:19])[CH:11]=3)[N:6]=2)[CH2:28][CH2:27][CH2:26][CH2:25]1. Procedure details: 4-methoxy-6-[3-(trifluoromethyl)phenoxy] picolinic acid hydrazide (0.40 g, 0.0012 mol) was mixed cyclopentanone (1.0 g, 0.0012×10 mol) and then with diethyl ether (about 10 ml). The resultant mixture was stirred at room temperature for about one hour. The obtained reaction solution was concentrated, thereby obtaining an aimed product. Starting materials: C(#N)[BH3-].[Na+] (sodium cyanoborohydride), C(#N)[BH3-].[Na+] (sodium cyanoborohydride), C(C=C)N1C(N([C@@H]2[C@@H]1CCCC2)C2CCNCC2)=O ((3aS,7aS)-1-allyl-3-piperidin-4-yloctahydro-2H-benzimidazol-2-one), O=C1CCN(CC1)C(=O)OCC (ethyl 4-oxopiperidine-1-carboxylate). The reagents and catalysts are [Cl-].[Zn+2].[Cl-] (zinc chloride). Run in CO (MeOH), CO (MeOH). Reaction conditions: time 3 hour. Yields the product C(C=C)N1C(N([C@@H]2[C@@H]1CCCC2)C2CCN(CC2)C2CCN(CC2)C(=O)OCC)=O (ethyl 4-[(3aS,7aS)-3-allyl-2-oxooctahydro-1H-benzimidazol-1-yl]-1,4′-bipiperidine-1′-carboxylate). The yield is 43.4%. RXN SMILES: [CH2:1]([N:4]1[C@H:8]2[CH2:9][CH2:10][CH2:11][CH2:12][C@@H:7]2[N:6]([CH:13]2[CH2:18][CH2:17][NH:16][CH2:15][CH2:14]2)[C:5]1=[O:19])[CH:2]=[CH2:3].O=[C:21]1[CH2:26][CH2:25][N:24]([C:27]([O:29][CH2:30][CH3:31])=[O:28])[CH2:23][CH2:22]1.C([BH3-])#N.[Na+]>CO.[Cl-].[Zn+2].[Cl-]>[CH2:1]([N:4]1[C@H:8]2[CH2:9][CH2:10][CH2:11][CH2:12][C@@H:7]2[N:6]([CH:13]2[CH2:14][CH2:15][N:16]([CH:21]3[CH2:26][CH2:25][N:24]([C:27]([O:29][CH2:30][CH3:31])=[O:28])[CH2:23][CH2:22]3)[CH2:17][CH2:18]2)[C:5]1=[O:19])[CH:2]=[CH2:3] |f:2.3,5.6.7|. Procedure: (3aS,7aS)-1-allyl-3-piperidin-4-yloctahydro-2H-benzimidazol-2-one (183 mg, 0.69 mmol) was dissolved in MeOH (2 mL) and ethyl 4-oxopiperidine-1-carboxylate (100 μL, 0.66 mmol) was added. A solution of sodium cyanoborohydride (82 mg, 1.19 mmol) and zinc chloride (47 mg, 0.34 mmol) in MeOH (1 mL) was then added drop wise at room temperature. The mixture was then stirred for 3 hours and then more sodium cyanoborohydride (40 mg) was added and the mixture stirred at room temperature over night. The so... Starting materials: CCCC[N+](CCCC)(CCCC)CCCC, Cc1ccc(S(=O)(=O)Cl)cc1, Cc1ccccc1, CCOC(C)=O, Fc1cnc2[nH]ccc2c1, [Na+], [OH-], O, O=S(=O)([O-])O. Yields the product Cc1ccc(S(=O)(=O)n2ccc3cc(F)cnc32)cc1. As a reaction SMILES: [CH2:30]([N+:31]([CH2:32][CH2:33][CH2:34][CH3:35])([CH2:36][CH2:37][CH2:38][CH3:39])[CH2:40][CH2:41][CH2:42][CH3:43])[CH2:44][CH2:45][CH3:46].[CH3:11][c:12]1[cH:13][cH:14][c:15]([S:18](=[O:19])(=[O:20])[Cl:21])[cH:16][cH:17]1.[CH3:47][c:48]1[cH:49][cH:50][cH:51][cH:52][cH:53]1.[CH3:54][CH2:55][O:56][C:57](=[O:58])[CH3:59].[F:1][c:2]1[cH:3][c:4]2[c:5]([n:6][cH:7]1)[nH:8][cH:9][cH:10]2.[Na+:23].[OH-:22].[OH2:24].[S:25]([O-:26])([OH:27])(=[O:28])=[O:29]>>[F:1][c:2]1[cH:3][c:4]2[c:5]([n:6][cH:7]1)[n:8]([S:18]([c:15]1[cH:14][cH:13][c:12]([CH3:11])[cH:17][cH:16]1)(=[O:19])=[O:20])[cH:9][cH:10]2. Solvent: O (water), C(C)O (ethanol). Reactants: C(C)Br (ethyl bromide), NC=1C=CC(=C(C1)O)C (5-amino-2-methylphenol), C([O-])([O-])=O.[Na+].[Na+] (sodium carbonate). As a reaction SMILES: [CH2:1](Br)[CH3:2].[NH2:4][C:5]1[CH:6]=[CH:7][C:8]([CH3:12])=[C:9]([OH:11])[CH:10]=1.C(=O)([O-])[O-].[Na+].[Na+]>C(O)C.O>[CH2:1]([NH:4][C:5]1[CH:6]=[CH:7][C:8]([CH3:12])=[C:9]([OH:11])[CH:10]=1)[CH3:2] |f:2.3.4|. The product is C(C)NC=1C=CC(=C(C1)O)C (5-(Ethylamino)-2-methylphenol). Procedure details: 88.6 gm of ethyl bromide were added to a solution of 50 gm of 5-amino-2-methylphenol in 250 ml of ethanol; and the mixture was refluxed for four hours. After the solution had cooled, it was diluted with 1.2 liters of water and was made weakly alkaline with sodium carbonate. After repeated extraction with ether, the ether extracts were dried and concentrated. The residue was recrystallized from ethanol, and had a melting point of 128° C to 129° C.